From a dataset of the Open Reaction Database (ORD), a public repository of structured organic reaction records. describe an organic reaction: reactants, conditions, products, and yield The reactants are CNC (dimethyl amine), C=O (formaldehyde), N1C=CC2=C(C=CC=C12)CN(C(=O)C1=CC(=NN1)Cl)CC1CCC1 (N-((1H-indol-4-yl)methyl)-3-chloro-N-(cyclobutylmethyl)-1H-pyrazole-5-carboxamide). Run in CC(=O)O (AcOH), C(C)(=O)O (acetic acid), CCOC(=O)C (EtOAc). Reaction conditions: temperature 75 celsius, time 8 hour. Yields the product ClC1=NNC(=C1)C(=O)N(CC1=C2C(=CNC2=CC=C1)CN(C)C)CC1CCC1 (3-chloro-N-(cyclobutylmethyl)-N-((3-((dimethylamino)methyl)-1H-indol-4-yl)methyl)-1H-pyrazole-5-carboxamide). RXN SMILES: [CH3:1][NH:2][CH3:3].[CH2:4]=O.[NH:6]1[C:14]2[C:9](=[C:10]([CH2:15][N:16]([CH2:25][CH:26]3[CH2:29][CH2:28][CH2:27]3)[C:17]([C:19]3[NH:23][N:22]=[C:21]([Cl:24])[CH:20]=3)=[O:18])[CH:11]=[CH:12][CH:13]=2)[CH:8]=[CH:7]1>CC(O)=O.CCOC(C)=O>[Cl:24][C:21]1[CH:20]=[C:19]([C:17]([N:16]([CH2:25][CH:26]2[CH2:27][CH2:28][CH2:29]2)[CH2:15][C:10]2[CH:11]=[CH:12][CH:13]=[C:14]3[C:9]=2[C:8]([CH2:1][N:2]([CH3:4])[CH3:3])=[CH:7][NH:6]3)=[O:18])[NH:23][N:22]=1. Reported procedure: To a solution of dimethyl amine (109 uL of 2 molar, 0.218 mmol) in AcOH (1 mL) was added formaldehyde (7.91 uL of 38% aqueous, 0.109 mmol). After stirring for 15 min a solution of N-((1H-indol-4-yl)methyl)-3-chloro-N-(cyclobutylmethyl)-1H-pyrazole-5-carboxamide (34 mg, 0.099 mmol) in acetic acid (1 mL) was added. The reaction was stirred overnight at 75° C. then cooled to room temperature and diluted with EtOAc (3 mL) and washed with saturated potassium carbonate solution (3 mL) twice and water ...